From a dataset of the Open Reaction Database (ORD), a public repository of structured organic reaction records. describe an organic reaction: reactants, conditions, products, and yield Reactants: COC1=C(C=C(C=C1)C)S(=O)(=O)C=1C=C(C2=C(C=CO2)C1)CO ({5-[(2-Methoxy-5-methylphenyl)sulfonyl]-1-benzofuran-7-yl}methanol), C(C(=O)Cl)(=O)Cl (Oxalyl chloride), COC1=C(C=C(C=C1)C)S(=O)(=O)C=1C=C(C2=C(C=CO2)C1)CO ({5-[(2-Methoxy-5-methylphenyl)sulfonyl]-1-benzofuran-7-yl}methanol), CN(C)C=O (DMF). The solvent is C(Cl)Cl (DCM). Product: ClCC1=CC(=CC=2C=COC21)S(=O)(=O)C2=C(C=CC(=C2)C)OC (7-(Chloromethyl)-5-[(2-methoxy-5-methylphenyl)sulfonyl]-1-benzofuran). As a reaction SMILES: C(Cl)(=O)C([Cl:4])=O.CN(C=O)C.[CH3:12][O:13][C:14]1[CH:19]=[CH:18][C:17]([CH3:20])=[CH:16][C:15]=1[S:21]([C:24]1[CH:25]=[C:26]([CH2:33]O)[C:27]2[O:31][CH:30]=[CH:29][C:28]=2[CH:32]=1)(=[O:23])=[O:22]>C(Cl)Cl>[Cl:4][CH2:33][C:26]1[C:27]2[O:31][CH:30]=[CH:29][C:28]=2[CH:32]=[C:24]([S:21]([C:15]2[CH:16]=[C:17]([CH3:20])[CH:18]=[CH:19][C:14]=2[O:13][CH3:12])(=[O:23])=[O:22])[CH:25]=1. Procedure details: Oxalyl chloride (0.1 mL, 1.1 mmol) was dissolved in dry DCM (2 mL) and DMF (0.9 mL, 1.1 mmol) was added (very exothermic reaction). {5-[(2-Methoxy-5-methylphenyl)sulfonyl]-1-benzofuran-7-yl}methanol (370 mg, 1.1 mmol; Intermediate 68)